From a dataset of the Open Reaction Database (ORD), a public repository of structured organic reaction records. describe an organic reaction: reactants, conditions, products, and yield Reactants: FC(OC1=CC(=C(C=C1)O)C(C)O)(F)F (4-trifluoromethoxy-2-(α-hydroxyethyl)phenol), [Cr](=O)(=O)([O-])O[Cr](=O)(=O)[O-].[NH+]1=CC=CC=C1.[NH+]1=CC=CC=C1 (pyridinium dichromate), resultant mixture. The solvent is ClCCl (dichloromethane). Product: FC(OC1=CC(=C(C=C1)O)C(C)=O)(F)F (4-trifluoromethoxy-2-acetylphenol). The yield is 85.4%. RXN SMILES: [F:1][C:2]([F:15])([F:14])[O:3][C:4]1[CH:9]=[CH:8][C:7]([OH:10])=[C:6]([CH:11]([OH:13])[CH3:12])[CH:5]=1.[Cr](O[Cr]([O-])(=O)=O)([O-])(=O)=O.[NH+]1C=CC=CC=1.[NH+]1C=CC=CC=1>ClCCl>[F:1][C:2]([F:14])([F:15])[O:3][C:4]1[CH:9]=[CH:8][C:7]([OH:10])=[C:6]([C:11](=[O:13])[CH3:12])[CH:5]=1 |f:1.2.3|. Reported procedure: In 20 ml of dichloromethane was dissolved 0.85 g (3.83 mmole) of the compound obtained in step 1; and, a suitable amount of Cellite and 1.73 g (4.6 mmole) of pyridinium dichromate were added thereto. The resultant mixture was stirred for 30 minutes at room temperature and filtered by a Cellite layer to obtain precipitates, which were purified by silica gel column chromatography using as an eluent a mixture of hexane and ethyl acetate of 6:1 and then concentrated under reduced pressure at 0° C. t...